Dataset: the Open Reaction Database (ORD), a public repository of structured organic reaction records. Task: describe an organic reaction: reactants, conditions, products, and yield Reactants: CC1(C)CC(=C(c2ccc(O)cc2)c2ccc(Br)cc2)CC(C)(C)C1, O=C([O-])[O-], CC1(C)CC(=C(c2ccc(O)cc2)c2ccc(-c3ccc(S(C)(=O)=O)cc3)cc2)CC(C)(C)C1, [Na+], [Na+], OB(O)c1ccc(N2CCOCC2)cc1, O, Cl[Pd]Cl, c1ccc(P(c2ccccc2)c2ccccc2)cc1, c1ccc(P(c2ccccc2)c2ccccc2)cc1. The product is CC1(C)CC(=C(c2ccc(O)cc2)c2ccc(-c3ccc(N4CCOCC4)cc3)cc2)CC(C)(C)C1. Reaction SMILES: [Br:35][c:36]1[cH:37][cH:38][c:39]([C:40](=[C:41]2[CH2:42][C:43]([CH3:44])([CH3:45])[CH2:46][C:47]([CH3:48])([CH3:49])[CH2:50]2)[c:51]2[cH:52][cH:53][c:54]([OH:55])[cH:56][cH:57]2)[cH:58][cH:59]1.[C:75](=[O:76])([O-:77])[O-:78].[CH3:1][S:2](=[O:3])(=[O:4])[c:5]1[cH:6][cH:7][c:8](-[c:11]2[cH:12][cH:13][c:14]([C:17]([c:18]3[cH:19][cH:20][c:21]([OH:24])[cH:22][cH:23]3)=[C:25]3[CH2:26][C:27]([CH3:33])([CH3:34])[CH2:28][C:29]([CH3:31])([CH3:32])[CH2:30]3)[cH:15][cH:16]2)[cH:9][cH:10]1.[Na+:79].[Na+:80].[O:60]1[CH2:61][CH2:62][N:63]([c:66]2[cH:67][cH:68][c:69]([B:70]([OH:71])[OH:72])[cH:73][cH:74]2)[CH2:64][CH2:65]1.[OH2:122].[Pd:81]([Cl:82])[Cl:83].[c:103]1([P:104]([c:105]2[cH:106][cH:107][cH:108][cH:109][cH:110]2)[c:111]2[cH:112][cH:113][cH:114][cH:115][cH:116]2)[cH:117][cH:118][cH:119][cH:120][cH:121]1.[c:84]1([P:85]([c:86]2[cH:87][cH:88][cH:89][cH:90][cH:91]2)[c:92]2[cH:93][cH:94][cH:95][cH:96][cH:97]2)[cH:98][cH:99][cH:100][cH:101][cH:102]1>>[c:5]1([N:63]2[CH2:62][CH2:61][O:60][CH2:65][CH2:64]2)[cH:6][cH:7][c:8](-[c:11]2[cH:12][cH:13][c:14]([C:17]([c:18]3[cH:19][cH:20][c:21]([OH:24])[cH:22][cH:23]3)=[C:25]3[CH2:26][C:27]([CH3:33])([CH3:34])[CH2:28][C:29]([CH3:31])([CH3:32])[CH2:30]3)[cH:15][cH:16]2)[cH:9][cH:10]1. Reactants: ClC=1N=C(N(C1Cl)CC)C1=CC=CC2=CC=CC=C12 (4,5-dichloro-1-ethyl-2-naphthalen-1-yl-1H-imidazole), [Li]CCCC (n-BuLi), CCCCCC (hexane), C(OC)(OC)=O (dimethyl carbonate). Solvent: C1CCOC1 (THF), O (Water). Conditions: temperature -78 celsius, time 1 hour. Yields the product C(C)OC(=O)C=1N(C(=NC1Cl)C1=CC=CC2=CC=CC=C12)CC (5-chloro-3-ethyl-2-naphthalen-1-yl-3H-imidazole-4-carboxylic acid ethyl ester). Reaction SMILES: [Cl:1][C:2]1[N:3]=[C:4]([C:10]2[C:19]3[C:14](=[CH:15][CH:16]=[CH:17][CH:18]=3)[CH:13]=[CH:12][CH:11]=2)[N:5]([CH2:8][CH3:9])[C:6]=1Cl.[Li]CC[CH2:23][CH3:24].CCCCCC.[C:31](=O)([O:34]C)[O:32]C>C1COCC1.O>[CH2:23]([O:34][C:31]([C:6]1[N:5]([CH2:8][CH3:9])[C:4]([C:10]2[C:19]3[C:14](=[CH:15][CH:16]=[CH:17][CH:18]=3)[CH:13]=[CH:12][CH:11]=2)=[N:3][C:2]=1[Cl:1])=[O:32])[CH3:24]. Procedure details: To a solution of 4,5-dichloro-1-ethyl-2-naphthalen-1-yl-1H-imidazole (2.87 g, 9.86 mmol) in anhydrous THF (60 ml) at −78° C. under nitrogen is added a solution of n-BuLi in hexane (1.6 M, 6.78 ml, 10.84 mmol, 1.1 eq.) dropwise. The resulting mixture is stirred at −78° C. for 1 hr, followed by the addition of dimethyl carbonate (2.66 g, 29.6 mmol, 3.0 eq.). The resulting solution is stirred at −78° C. for 30 min, warmed to rt slowly, and stirred for an additional 60 min at rt. Water (30 ml) is ad... Starting materials: CO, COC(=O)CCNC(C)(C)c1ccc(-c2nc3ccc(C4(c5ccccc5)CC4)nc3s2)c(F)c1, [Li+], C1CCOC1, [OH-]. Product: CC(C)(NCCC(=O)O)c1ccc(-c2nc3ccc(C4(c5ccccc5)CC4)nc3s2)c(F)c1. As a reaction SMILES: [CH3:43][OH:44].[F:1][c:2]1[cH:3][c:4]([C:26]([CH3:27])([CH3:28])[NH:29][CH2:30][CH2:31][C:32](=[O:33])[O:34][CH3:35])[cH:5][cH:6][c:7]1-[c:8]1[s:9][c:10]2[n:11][c:12]([C:17]3([c:20]4[cH:21][cH:22][cH:23][cH:24][cH:25]4)[CH2:18][CH2:19]3)[cH:13][cH:14][c:15]2[n:16]1.[Li+:36].[O:38]1[CH2:39][CH2:40][CH2:41][CH2:42]1.[OH-:37]>>[F:1][c:2]1[cH:3][c:4]([C:26]([CH3:27])([CH3:28])[NH:29][CH2:30][CH2:31][C:32](=[O:33])[OH:34])[cH:5][cH:6][c:7]1-[c:8]1[s:9][c:10]2[n:11][c:12]([C:17]3([c:20]4[cH:21][cH:22][cH:23][cH:24][cH:25]4)[CH2:18][CH2:19]3)[cH:13][cH:14][c:15]2[n:16]1. Reactants: C=CCOC(=O)N1CC(OS(C)(=O)=O)CC1C=O, C1CCOC1, CC(C)(C)[O-], CCOC(C)=O, CS(C)=O, [Cl-], Cl, [K+], c1ccc([P+](Cc2cn3cncc3s2)(c2ccccc2)c2ccccc2)cc1. Yields the product C=CCOC(=O)N1CC(OS(C)(=O)=O)CC1C=Cc1cn2cncc2s1. As a reaction SMILES: [CH2:37]([CH:38]=[CH2:39])[O:40][C:41](=[O:42])[N:43]1[CH2:44][CH:45]([O:50][S:51](=[O:52])(=[O:53])[CH3:54])[CH2:46][CH:47]1[CH:48]=[O:49].[CH2:61]1[O:62][CH2:63][CH2:64][CH2:65]1.[CH3:1][C:2]([CH3:3])([O-:4])[CH3:5].[CH3:55][CH2:56][O:57][C:58](=[O:59])[CH3:60].[CH3:66][S:67]([CH3:68])=[O:69].[Cl-:8].[ClH:7].[K+:6].[s:9]1[c:10]2[n:11]([cH:12][c:13]1[CH2:14][P+:15]([c:16]1[cH:17][cH:18][cH:19][cH:20][cH:21]1)([c:22]1[cH:23][cH:24][cH:25][cH:26][cH:27]1)[c:28]1[cH:29][cH:30][cH:31][cH:32][cH:33]1)[cH:34][n:35][cH:36]2>>[s:9]1[c:10]2[n:11]([cH:12][c:13]1[CH:14]=[CH:48][CH:47]1[N:43]([C:41]([O:40][CH2:37][CH:38]=[CH2:39])=[O:42])[CH2:44][CH:45]([O:50][S:51](=[O:52])(=[O:53])[CH3:54])[CH2:46]1)[cH:34][n:35][cH:36]2. The reactants are IC (iodomethane), NN (hydrazine), C(C)(=O)C1=CC=CC=C1 (acetophenone), C(=S)=S (CS2), [H-].[Na+] (sodium hydride), C1CCOC1 (THF). Reaction conditions: time 30 minute. Yields the product CSC1=CC(=NN1)C1=CC=CC=C1 (5-(Methylthio)-3-phenyl-1H-pyrazole). Reaction SMILES: [C:1]([C:4]1C=CC=[CH:6][CH:5]=1)(=O)[CH3:2].[C:10](=[S:12])=S.[H-].[Na+].IC.[NH2:17][NH2:18].[CH2:19]1[CH2:23]O[CH2:21][CH2:20]1>>[CH3:10][S:12][C:21]1[NH:18][N:17]=[C:19]([C:23]2[CH:6]=[CH:5][CH:4]=[CH:1][CH:2]=2)[CH:20]=1 |f:2.3|. Procedure details: To a solution of acetophenone (5.0 g, 41.6 mmol) and CS2 (3.17 g, 41.6 mmol) in THF (150 mL) was added sodium hydride (1.997 g, 83 mmol) at 0° C. After 30 min at 0° C., the reaction was warmed to room temperature and stirred for 1 h, then refluxed for 4 h. The reaction was cooled to room temperature, added iodomethane (16.23 g, 104 mmol), and refluxed for another 12 h. The reaction was cooled and extracted with ethyl acetate. The organic extracts were concentrated under reduced pressure. The res... Reactants: NOCc1ccccc1, CC#N, O=C(Cl)OCC(Cl)(Cl)Cl, Cl. The product is O=C(NOCc1ccccc1)OCC(Cl)(Cl)Cl. Reaction SMILES: [CH2:2]([c:3]1[cH:4][cH:5][cH:6][cH:7][cH:8]1)[O:9][NH2:10].[CH3:20][C:21]#[N:22].[Cl:11][C:12](=[O:13])[O:14][CH2:15][C:16]([Cl:17])([Cl:18])[Cl:19].[ClH:1]>>[CH2:2]([c:3]1[cH:4][cH:5][cH:6][cH:7][cH:8]1)[O:9][NH:10][C:12](=[O:13])[O:14][CH2:15][C:16]([Cl:17])([Cl:18])[Cl:19]. Starting materials: B, CCOC(=O)C1CC(c2ccc(OC)cc2)=CCN1c1ccc(OC)cc1, C1CCOC1, C1CCOC1. Product: CCOC(=O)C1CC(c2ccc(OC)cc2)C(O)CN1c1ccc(OC)cc1. RXN SMILES: [BH3:33].[CH2:1]([CH3:2])[O:3][C:4](=[O:5])[CH:6]1[N:7]([c:20]2[cH:21][cH:22][c:23]([O:26][CH3:27])[cH:24][cH:25]2)[CH2:8][CH:9]=[C:10]([c:12]2[cH:13][cH:14][c:15]([O:18][CH3:19])[cH:16][cH:17]2)[CH2:11]1.[O:28]1[CH2:29][CH2:30][CH2:31][CH2:32]1.[O:34]1[CH2:35][CH2:36][CH2:37][CH2:38]1>>[CH2:1]([CH3:2])[O:3][C:4](=[O:5])[CH:6]1[N:7]([c:20]2[cH:21][cH:22][c:23]([O:26][CH3:27])[cH:24][cH:25]2)[CH2:8][CH:9]([OH:28])[CH:10]([c:12]2[cH:13][cH:14][c:15]([O:18][CH3:19])[cH:16][cH:17]2)[CH2:11]1. The reactants are CC(C)CC(CNC(=O)OC(C)(C)C)CC(=O)OC(C)OC(=O)C(C)C, ClCCl. Product: CC(C)CC(CN)CC(=O)OC(C)OC(=O)C(C)C. As a reaction SMILES: [C:1]([CH:2]([CH3:3])[CH3:4])(=[O:5])[O:6][CH:7]([CH3:8])[O:9][C:10]([CH2:11][CH:12]([CH2:13][CH:14]([CH3:15])[CH3:16])[CH2:17][NH:18][C:19]([O:20][C:21]([CH3:22])([CH3:23])[CH3:24])=[O:25])=[O:26].[Cl:27][CH2:28][Cl:29]>>[C:1]([CH:2]([CH3:3])[CH3:4])(=[O:5])[O:6][CH:7]([CH3:8])[O:9][C:10]([CH2:11][CH:12]([CH2:13][CH:14]([CH3:15])[CH3:16])[CH2:17][NH2:18])=[O:26].